Dataset: the Open Reaction Database (ORD), a public repository of structured organic reaction records. Task: describe an organic reaction: reactants, conditions, products, and yield Yields the product COC(C(=O)NC1CSCCNC1=O)C(O)C(O)C(O)C=CC(C)(C)C. Starting materials: C1CCOC1, COC(C(=O)NC1CSCCNC1=O)C1OC(C)(C)OC(C=CC(C)(C)C)C1O, O=C(O)C(F)(F)F, O. Reaction SMILES: [CH2:8]1[O:9][CH2:10][CH2:11][CH2:12]1.[CH3:13][C:14]([CH:15]=[CH:16][CH:17]1[CH:18]([OH:39])[CH:19]([CH:25]([C:26](=[O:27])[NH:28][CH:29]2[C:30](=[O:36])[NH:31][CH2:32][CH2:33][S:34][CH2:35]2)[O:37][CH3:38])[O:20][C:21]([CH3:23])([CH3:24])[O:22]1)([CH3:40])[CH3:41].[F:1][C:2]([F:3])([F:4])[C:5]([OH:6])=[O:7].[OH2:42]>>[CH3:13][C:14]([CH:15]=[CH:16][CH:17]([CH:18]([CH:19]([OH:20])[CH:25]([C:26](=[O:27])[NH:28][CH:29]1[C:30](=[O:36])[NH:31][CH2:32][CH2:33][S:34][CH2:35]1)[O:37][CH3:38])[OH:39])[OH:22])([CH3:40])[CH3:41]. Solvent: CO (methanol). Reagents/catalysts: [Pt]=O (Platinum oxide). RXN SMILES: C([O:8][C:9](=[O:17])[C@@:10]1([C:13]([F:16])([F:15])[F:14])[O:12][CH2:11]1)C1C=CC=CC=1.[H][H]>[Pt]=O.CO>[O:12]1[CH2:11][C@@:10]1([C:13]([F:16])([F:15])[F:14])[C:9]([OH:17])=[O:8]. Run at time 4 hour. Yield: 90.0%. Starting materials: C(C1=CC=CC=C1)OC([C@@]1(CO1)C(F)(F)F)=O ((S)-2,3-epoxy-2-trifluoromethylpropionic acid benzyl ester), [H][H] (hydrogen). Procedure: Into a 500 ml three-necked round-bottomed flask equipped with a stirrer, (S)-2,3-epoxy-2-trifluoromethylpropionic acid benzyl ester (20.9 g, 84.9 mmol, 99 ee %) was charged, and 180 ml of methanol was added for dissolution. Platinum oxide (1.63 g) was added, and then, the reaction system was substituted by hydrogen. After stirring at room temperature for 4 hours, platinum oxide was filtered off. The solvent was distilled off under reduced pressure, whereupon (S)-2,3-epoxy-2-trifluoromethylpropio... The product is O1[C@](C(=O)O)(C1)C(F)(F)F ((S)-2,3-epoxy-2-trifluoromethylpropionic acid). The reactants are OC1=CC=C(OCC2=NC3=CC=CC=C3C=C2)C=C1 (2-(4-hydroxyphenoxy)methylquinoline), O (water), BrCC1=CC2=C(C(C=C(O2)C(=O)OCC)=O)C=C1 (7-bromomethyl-2-carboethoxy-4-oxo-4H-1-benzopyran), C([O-])([O-])=O.[K+].[K+] (potassium carbonate). Solvent: CN(C=O)C (dimethylformamide). Reaction conditions: temperature 70 celsius. The product is C(=O)(OCC)C=1OC2=C(C(C1)=O)C=CC(=C2)COC2=CC=C(C=C2)OCC2=NC1=CC=CC=C1C=C2 (2-carboethoxy-7-(4-(quinolin-2-ylmethoxy)phenoxy-methyl)-4-oxo-4H-1-benzopyran). Yield: 58.7%. RXN SMILES: [OH:1][C:2]1[CH:19]=[CH:18][C:5]([O:6][CH2:7][C:8]2[CH:17]=[CH:16][C:15]3[C:10](=[CH:11][CH:12]=[CH:13][CH:14]=3)[N:9]=2)=[CH:4][CH:3]=1.Br[CH2:21][C:22]1[CH:37]=[CH:36][C:25]2[C:26](=[O:35])[CH:27]=[C:28]([C:30]([O:32][CH2:33][CH3:34])=[O:31])[O:29][C:24]=2[CH:23]=1.C(=O)([O-])[O-].[K+].[K+].O>CN(C)C=O>[C:30]([C:28]1[O:29][C:24]2[CH:23]=[C:22]([CH2:21][O:1][C:2]3[CH:3]=[CH:4][C:5]([O:6][CH2:7][C:8]4[CH:17]=[CH:16][C:15]5[C:10](=[CH:11][CH:12]=[CH:13][CH:14]=5)[N:9]=4)=[CH:18][CH:19]=3)[CH:37]=[CH:36][C:25]=2[C:26](=[O:35])[CH:27]=1)([O:32][CH2:33][CH3:34])=[O:31] |f:2.3.4|. Reported procedure: 0.8 g of 2-(4-hydroxyphenoxy)methylquinoline, 0.99 g of 7-bromomethyl-2-carboethoxy-4-oxo-4H-1-benzopyran and 0.44 g of potassium carbonate are combined in 15 ml of dimethylformamide and heated at 70° C. for 18 hours. The mixture is poured into water and the aqueous mixture extracted with ethyl acetate. The organic solution is dried and evaporated and the resulting crude product is purified by column chromatography on silica gel to give 0.9 g of 2-carboethoxy-7-(4-(quinolin-2-ylmethoxy)phenoxy-m... Reactants: Cl.C(C)(=O)OCC (Hydrochloric acid ethyl acetate), C(CCCCCCCCCCCCCCCC)C1=NC2=C(N1CCCN(C)C)C=CC(=C2)C (3-(2-heptadecyl-5-methyl-1H-benzimidazol-1-yl)-N,N-dimethyl-1-propanamine). The solvent is C(C)(=O)OCC (ethyl acetate). Conditions: time 10 minute. The product is Cl.C(CCCCCCCCCCCCCCCC)C1=NC2=C(N1CCCN(C)C)C=CC(=C2)C (3-(2-Heptadecyl-5-methyl-1H-benzimidazol-1-yl)-N,N-dimethyl-1-propanamine monohydrochloride). As a reaction SMILES: [ClH:1].C(OCC)(=O)C.[CH2:8]([C:25]1[N:29]([CH2:30][CH2:31][CH2:32][N:33]([CH3:35])[CH3:34])[C:28]2[CH:36]=[CH:37][C:38]([CH3:40])=[CH:39][C:27]=2[N:26]=1)[CH2:9][CH2:10][CH2:11][CH2:12][CH2:13][CH2:14][CH2:15][CH2:16][CH2:17][CH2:18][CH2:19][CH2:20][CH2:21][CH2:22][CH2:23][CH3:24]>C(OCC)(=O)C>[ClH:1].[CH2:8]([C:25]1[N:29]([CH2:30][CH2:31][CH2:32][N:33]([CH3:34])[CH3:35])[C:28]2[CH:36]=[CH:37][C:38]([CH3:40])=[CH:39][C:27]=2[N:26]=1)[CH2:9][CH2:10][CH2:11][CH2:12][CH2:13][CH2:14][CH2:15][CH2:16][CH2:17][CH2:18][CH2:19][CH2:20][CH2:21][CH2:22][CH2:23][CH3:24] |f:0.1,4.5|. Procedure: 4N Hydrochloric acid/ethyl acetate solution (0.28 ml) was added to a solution containing 3-(2-heptadecyl-5-methyl-1H-benzimidazol-1-yl)-N,N-dimethyl-1-propanamine (0.34 g) in ethyl acetate (5 ml). After being stirred for 10 minutes at room temperature, the reaction mixture was concentrated. The residue was recrystallized with a mixed solution of ethanol-ethyl acetate, thereby yielding the entitled compound (0.304 g) as white solid. Starting materials: Cl (HCl), solution, ClC1=CC2=C(OCO2)C(=C1)C(C)NC1=C(C=CC(=C1)N1CCNCC1)S(=O)(=O)C (N-(1-(5-chlorobenzo[d][1,3]dioxol-7-yl)ethyl)-2-(methylsulfonyl)-5-(piperazin-1-yl)benzenamine). The solvent is C(C)OCC (diethyl ether), ClCCl (dichloromethane). Run at time 30 minute. Product: Cl.ClC1=CC2=C(OCO2)C(=C1)C(C)NC1=C(C=CC(=C1)N1CCNCC1)S(=O)(=O)C (N-(1-(5-Chlorobenzo[d][1,3]-dioxol-7-yl)ethyl)-2-(methylsulfonyl)-5-(piperazin-1-yl)benzenamine hydrochloride). As a reaction SMILES: [Cl:1][C:2]1[CH:10]=[C:9]([CH:11]([NH:13][C:14]2[CH:19]=[C:18]([N:20]3[CH2:25][CH2:24][NH:23][CH2:22][CH2:21]3)[CH:17]=[CH:16][C:15]=2[S:26]([CH3:29])(=[O:28])=[O:27])[CH3:12])[C:5]2[O:6][CH2:7][O:8][C:4]=2[CH:3]=1.Cl>ClCCl.C(OCC)C>[ClH:1].[Cl:1][C:2]1[CH:10]=[C:9]([CH:11]([NH:13][C:14]2[CH:19]=[C:18]([N:20]3[CH2:25][CH2:24][NH:23][CH2:22][CH2:21]3)[CH:17]=[CH:16][C:15]=2[S:26]([CH3:29])(=[O:28])=[O:27])[CH3:12])[C:5]2[O:6][CH2:7][O:8][C:4]=2[CH:3]=1 |f:4.5|. Procedure: A solution of N-(1-(5-chlorobenzo[d][1,3]dioxol-7-yl)ethyl)-2-(methylsulfonyl)-5-(piperazin-1-yl)benzenamine (15.0 mg, 0.03 mmol) in anhydrous dichloromethane (0.5 mL) was cooled to 0° C. and HCl (34 μL of a 1M solution in diethyl ether, 0.03 mmol) were added. The mixture was allowed to stir for 30 min. The solvent was removed by rotary evaporation and co-evaporated with hexanes to precipitate the salt. After removal of solvent by rotary evaporation the desired product was collected (16 mg, 99%)... Reactants: ClC=1C=C2C=NN=C(C2=CC1)N1[C@H](CCCC1)C ((S)-6-chloro-1-(2-methylpiperidin-1-yl)phthalazine), C1(CC1)NC(C1=CC(=C(C=C1)C)B1OC(C(O1)(C)C)(C)C)=O (N-cyclopropyl-4-methyl-3-(4,4,5,5-tetramethyl-1,3,2-dioxaborolan-2-yl)benzamide), C([O-])([O-])=O.[K+].[K+] (potassium carbonate), C1(CCCCC1)P(C1=C(C=CC=C1)C1=C(C=CC=C1)C)C1CCCCC1 (2-(dicyclohexylphosphino)-2′-methylbiphenyl). Reagents/catalysts: C=1C=CC(=CC1)/C=C/C(=O)/C=C/C2=CC=CC=C2.C=1C=CC(=CC1)/C=C/C(=O)/C=C/C2=CC=CC=C2.C=1C=CC(=CC1)/C=C/C(=O)/C=C/C2=CC=CC=C2.[Pd].[Pd] (tris(dibenzylideneacetone)dipalladium). Conditions: temperature 80 celsius. Yields the product C1(CC1)NC(C1=CC(=C(C=C1)C)C=1C=C2C=NN=C(C2=CC1)N1[C@H](CCCC1)C)=O (N-cyclopropyl-4-methyl-3-{1-[(2S)-2-methylpiperidin-1-yl]phthalazin-6-yl}benzamide). As a reaction SMILES: Cl[C:2]1[CH:3]=[C:4]2[C:9](=[CH:10][CH:11]=1)[C:8]([N:12]1[CH2:17][CH2:16][CH2:15][CH2:14][C@@H:13]1[CH3:18])=[N:7][N:6]=[CH:5]2.[CH:19]1([NH:22][C:23](=[O:40])[C:24]2[CH:29]=[CH:28][C:27]([CH3:30])=[C:26](B3OC(C)(C)C(C)(C)O3)[CH:25]=2)[CH2:21][CH2:20]1.C(=O)([O-])[O-].[K+].[K+].C1(P(C2CCCCC2)C2C=CC=CC=2C2C=CC=CC=2C)CCCCC1>C1C=CC(/C=C/C(/C=C/C2C=CC=CC=2)=O)=CC=1.C1C=CC(/C=C/C(/C=C/C2C=CC=CC=2)=O)=CC=1.C1C=CC(/C=C/C(/C=C/C2C=CC=CC=2)=O)=CC=1.[Pd].[Pd]>[CH:19]1([NH:22][C:23](=[O:40])[C:24]2[CH:29]=[CH:28][C:27]([CH3:30])=[C:26]([C:2]3[CH:3]=[C:4]4[C:9](=[CH:10][CH:11]=3)[C:8]([N:12]3[CH2:17][CH2:16][CH2:15][CH2:14][C@@H:13]3[CH3:18])=[N:7][N:6]=[CH:5]4)[CH:25]=2)[CH2:20][CH2:21]1 |f:2.3.4,6.7.8.9.10|. Reported procedure: A mixture of (S)-6-chloro-1-(2-methylpiperidin-1-yl)phthalazine (0.200 g, 0.76 mmol), N-cyclopropyl-4-methyl-3-(4,4,5,5-tetramethyl-1,3,2-dioxaborolan-2-yl)benzamide (0.474 g, 1.6 mmol), potassium carbonate (0.340 g, 2.5 mmol), 2-(dicyclohexylphosphino)-2′-methylbiphenyl (0.054 g, 0.15 mmol) and tris(dibenzylideneacetone)dipalladium (0) (0.045 g, 0.049 mmol) in 5 mL 80% aqueous degassed dioxane was heated at 80° C. for 15 h. The reaction was cooled to RT and partitioned between ethyl acetate/bri... Starting materials: C(C=C)C=1CC(CC1)O ((RS)-3-(2-propenyl)-3-cyclopenten-1-ol), N1=CC=CC=C1 (pyridine), Cl\C(=C/[C@H]1C([C@H]1C(=O)Cl)(C)C)\C(F)(F)F ((IRS)-cis-3-(Z-2-chloro-3,3,3-trifluoro-1-propenyl)-2,2-dimethylcyclopropanecarbonyl chloride). The reagents and catalysts are C(C)(C)(C)C1=C(C(=CC(=C1)C)C(C)(C)C)O (2,6-di-tert-butyl-4-methylphenol). Solvent: C1(=CC=CC=C1)C (toluene). The product is Cl\C(=C/[C@H]1C([C@H]1C(=O)OC1CC(=CC1)CC=C)(C)C)\C(F)(F)F ((RS)-3-(2-propenyl)-3-cyclopenten-1-yl (IRS)-cis-3-(Z-2-chloro-3,3,3-trifluoro-1-propenyl)-2,2-dimethylcyclopropanecarboxylate). The yield is 78.3%. RXN SMILES: [CH2:1]([C:4]1[CH2:5][CH:6]([OH:9])[CH2:7][CH:8]=1)[CH:2]=[CH2:3].N1C=CC=CC=1.[Cl:16]/[C:17](/[C:27]([F:30])([F:29])[F:28])=[CH:18]\[C@@H:19]1[C@H:21]([C:22](Cl)=[O:23])[C:20]1([CH3:26])[CH3:25]>C(C1C=C(C)C=C(C(C)(C)C)C=1O)(C)(C)C.C1(C)C=CC=CC=1>[Cl:16]/[C:17](/[C:27]([F:28])([F:29])[F:30])=[CH:18]\[C@@H:19]1[C@H:21]([C:22]([O:9][CH:6]2[CH2:7][CH:8]=[C:4]([CH2:1][CH:2]=[CH2:3])[CH2:5]2)=[O:23])[C:20]1([CH3:26])[CH3:25]. Procedure: To a mixture of (RS)-3-(2-propenyl)-3-cyclopenten-1-ol (115 mg), 2,6-di-tert-butyl-4-methylphenol (5 mg), pyridine (100 mg) and toluene (10 ml), (IRS)-cis-3-(Z-2-chloro-3,3,3-trifluoro-1-propenyl)-2,2-dimethylcyclopropanecarbonyl chloride (239 mg) was added under ice-cooling. The resulting reaction mixture was further allowed to react for 8 hours at room temperature. Then the reaction mixture was subjected to the same post-treatment as in Example 1 to afford 250 mg of (RS)-3-(2-propenyl)-3-cyclo...